From a dataset of the Open Reaction Database (ORD), a public repository of structured organic reaction records. describe an organic reaction: reactants, conditions, products, and yield Procedure: Amino acid analysis (acidolysis): Arg, 1.06(1); Tyr, 0.94(1); Average recovery, 90.6%. Yields the product N[C@@H](CC1=CC=C(C=C1)O)C(=O)N[C@@H](CCCNC(N)=N)C(=O)O (H-Tyr-Arg-OH). RXN SMILES: [NH2:1][C@H:2]([C:10]([OH:12])=[O:11])[CH2:3][CH2:4][CH2:5][NH:6][C:7](=[NH:9])[NH2:8].[NH2:13][C@H:14]([C:23](O)=[O:24])[CH2:15][C:16]1[CH:21]=[CH:20][C:19]([OH:22])=[CH:18][CH:17]=1>>[NH2:13][C@H:14]([C:23]([NH:1][C@H:2]([C:10]([OH:12])=[O:11])[CH2:3][CH2:4][CH2:5][NH:6][C:7](=[NH:8])[NH2:9])=[O:24])[CH2:15][C:16]1[CH:21]=[CH:20][C:19]([OH:22])=[CH:18][CH:17]=1. Reactants: Amino acid, N[C@@H](CCCNC(N)=N)C(=O)O (Arg), N[C@@H](CC1=CC=C(C=C1)O)C(=O)O (Tyr). Reactants: O (water), FC1=CC=C(C=C1)C(=O)C=1C=C2C=CC(=NC2=CC1)N[C@@H]1CCC2=CC=CC=C12 ((4-fluoro-phenyl)-[2-((R)-indan-1-ylamino)-quinolin-6-yl]-methanone), Cl.NO (hydroxylamine hydrochloride), C([O-])([O-])=O.[Na+].[Na+] (sodium carbonate). The solvent is C(C)O (ethanol). Yields the product FC1=CC=C(C=C1)C(=NO)C=1C=C2C=CC(=NC2=CC1)N[C@@H]1CCC2=CC=CC=C12 ((4-Fluoro-phenyl)-[2-((R)-indan-1-ylamino)-quinolin-6-yl]-methanone oxime). Isolated yield 59.0%. Reaction SMILES: [F:1][C:2]1[CH:7]=[CH:6][C:5]([C:8]([C:10]2[CH:11]=[C:12]3[C:17](=[CH:18][CH:19]=2)[N:16]=[C:15]([NH:20][C@H:21]2[C:29]4[C:24](=[CH:25][CH:26]=[CH:27][CH:28]=4)[CH2:23][CH2:22]2)[CH:14]=[CH:13]3)=O)=[CH:4][CH:3]=1.Cl.[NH2:31][OH:32].C(=O)([O-])[O-].[Na+].[Na+].O>C(O)C>[F:1][C:2]1[CH:7]=[CH:6][C:5]([C:8]([C:10]2[CH:11]=[C:12]3[C:17](=[CH:18][CH:19]=2)[N:16]=[C:15]([NH:20][C@H:21]2[C:29]4[C:24](=[CH:25][CH:26]=[CH:27][CH:28]=4)[CH2:23][CH2:22]2)[CH:14]=[CH:13]3)=[N:31][OH:32])=[CH:4][CH:3]=1 |f:1.2,3.4.5|. Reported procedure: A stirred suspension of (4-fluoro-phenyl)-[2-((R)-indan-1-ylamino)-quinolin-6-yl]-methanone (100 mg, 0.26 mmol), hydroxylamine hydrochloride (55 mg, 0.79 mmol) and sodium carbonate (83 mg, 0.78 mmol) in ethanol (1 ml) was heated under reflux conditions for 17 h, the reaction mixture was poured into water (20 ml) and extracted with ethyl acetate (3×75 ml). The combined organic layers were washed with brine (50 ml), dried (MgSO4) and evaporated. The crude product was further purified by flash chro... Starting materials: C(=O)O (formic acid), ClC1=CC=C(C2=C1CCN(CC2)C)C#N (9-chloro-2,3,4,5-tetrahydro-3-methyl-1H-3-benzazepine-6-carbonitrile), C(=O)O (formic acid). The reagents and catalysts are [Ni] (Raney® nickel), [Ni] (Raney® nickel). Product: ClC1=CC=C(C2=C1CCN(CC2)C)C=O (9-chloro-2,3,4,5-tetrahydro-3-methyl-1H-3-benzazepine-6-carboxaldehyde). Reaction SMILES: [Cl:1][C:2]1[C:7]2[CH2:8][CH2:9][N:10]([CH3:13])[CH2:11][CH2:12][C:6]=2[C:5]([C:14]#N)=[CH:4][CH:3]=1.C(O)=[O:17]>[Ni]>[Cl:1][C:2]1[C:7]2[CH2:8][CH2:9][N:10]([CH3:13])[CH2:11][CH2:12][C:6]=2[C:5]([CH:14]=[O:17])=[CH:4][CH:3]=1. Reported procedure: A solution of 9-chloro-2,3,4,5-tetrahydro-3-methyl-1H-3-benzazepine-6-carbonitrile (3.1 g, 14 mmol) in 90% formic acid (40 ml) was treated with Raney® nickel (3.1 g), stirred and heated to reflux for 3 hours. Additional Raney® nickel (17 g) and 90% formic acid (85 ml) were added over the next 12 hours and the mixture was stirred for an additional 3 hours. The mixture was cooled, filtered and the filter cake washed with 45% formic acid. The filtrate was concentrated, basified with 10% sodium hydr... Reactants: Clc1cc(Cl)nc(SCc2ccccc2)n1, CS(N)(=O)=O, CCOC(C)=O, Cl, [H-], [Na+], CN(C)C=O. The product is CS(=O)(=O)Nc1cc(Cl)nc(SCc2ccccc2)n1. As a reaction SMILES: [CH2:8]([c:9]1[cH:10][cH:11][cH:12][cH:13][cH:14]1)[S:15][c:16]1[n:17][c:18]([Cl:23])[cH:19][c:20]([Cl:22])[n:21]1.[CH3:1][S:2](=[O:3])(=[O:4])[NH2:5].[CH3:30][CH2:31][O:32][C:33]([CH3:34])=[O:35].[ClH:24].[H-:6].[Na+:7].[O:25]=[CH:26][N:27]([CH3:28])[CH3:29]>>[CH3:1][S:2](=[O:3])(=[O:4])[NH:5][c:20]1[cH:19][c:18]([Cl:23])[n:17][c:16]([S:15][CH2:8][c:9]2[cH:10][cH:11][cH:12][cH:13][cH:14]2)[n:21]1. The reactants are [C@@H]1(CC2=CC=CC3=CC=CC1=C23)O ((S)-acenaphthenol), C1(=CC=CC=C1)P(=O)(C1=CC=CC=C1)N=[N+]=[N-] (diphenyl-phosphorylazide), N12CCCCCC2=NCCC1 (DBU). Solvent: C1(=CC=CC=C1)C (toluene). Reaction conditions: temperature 0 celsius, time 20 hour. The product is [C@H]1(CC2=CC=CC3=CC=CC1=C23)N ((R)-acenaphthen-1-yl-amine). As a reaction SMILES: [C@@H:1]1(O)[C:11]2=[C:12]3[C:7](=[CH:8][CH:9]=[CH:10]2)[CH:6]=[CH:5][CH:4]=[C:3]3[CH2:2]1.C1(P([N:28]=[N+]=[N-])(C2C=CC=CC=2)=O)C=CC=CC=1.N12CCCN=C1CCCCC2>C1(C)C=CC=CC=1>[C@H:1]1([NH2:28])[C:11]2=[C:12]3[C:7](=[CH:8][CH:9]=[CH:10]2)[CH:6]=[CH:5][CH:4]=[C:3]3[CH2:2]1. Reported procedure: To a cooled (0° C.) and stirred solution of (S)-acenaphthenol (1.74 g, 10.2 mmol) and diphenyl-phosphorylazide in toluene (17.5 ml) was added DBU (1,8-diazabicyclo[5.4.0]undec-7-ene) (1.86 ml, 12.3 mmol) and stirring was continued at RT over a period of 20 h. The reaction mixture was extracted with toluene (2×50 ml), the combined organic phases washed with water, dried (MgSO4) and evaporated in vacuo. The crude product was dissolved in EtOH (120 ml) and hydrogenated at RT over PtO2 (0.24 g). The... Reactants: C1(=CC=CC=C1)N1C(C=2C(C1=O)=CC=CC2)=O (N-phenylphthalimide). Reagents/catalysts: [Zn] (zinc). The solvent is C(C)(=O)O (acetic acid). Product: C1C2=CC=CC=C2C(=O)N1C3=CC=CC=C3 (N-Phenylphthalimidine). The yield is 76.8%. RXN SMILES: [C:1]1([N:7]2[C:11](=O)[C:10]3=[CH:13][CH:14]=[CH:15][CH:16]=[C:9]3[C:8]2=[O:17])[CH:6]=[CH:5][CH:4]=[CH:3][CH:2]=1>[Zn].C(O)(=O)C>[CH2:11]1[N:7]([C:1]2[CH:2]=[CH:3][CH:4]=[CH:5][CH:6]=2)[C:8](=[O:17])[C:9]2[C:10]1=[CH:13][CH:14]=[CH:15][CH:16]=2. Procedure details: A mixture of N-phenylphthalimide (100 g), zinc powder (147 g) and acetic acid (700 ml) is heated under reflux for 5.5 hours with stirring. After cooling, the mixture is filtered and the insoluble solid is washed with hot acetic acid (100 ml). The combined filtrate and washings are concentrated to give crystal (72 g, 78%). Recrystallization from benzene gives colorless scales. Melting point: 166° to 167° C. Reactants: FC1=C(C=C(C(=C1)Cl)OC1CCCC1)N1C(C2=C(C1=O)CCCC2)=O (N-(2-Fluoro-4-chloro-5-cyclopentyloxyphenyl)-3,4,5,6-tetrahydrophthalimide), CC1=CC=C(CN)C=C1 (4-methylbenzylamine). Run in C1=CC=CC=C1 (benzene). Reaction conditions: time 8 hour. Product: FC1=C(C=C(C(=C1)Cl)OC1CCCC1)NC(C1=C(C(=O)NCC2=CC=C(C=C2)C)CCCC1)=O (N-(2-fluoro-4-chloro-5-cyclopentyloxyphenyl)-N'-(4-methylbenzyl)-3,4,5,6-tetrahydrophthalamide). The yield is 79.6%. As a reaction SMILES: [F:1][C:2]1[CH:7]=[C:6]([Cl:8])[C:5]([O:9][CH:10]2[CH2:14][CH2:13][CH2:12][CH2:11]2)=[CH:4][C:3]=1[N:15]1[C:19](=[O:20])[C:18]2[CH2:21][CH2:22][CH2:23][CH2:24][C:17]=2[C:16]1=[O:25].[CH3:26][C:27]1[CH:34]=[CH:33][C:30]([CH2:31][NH2:32])=[CH:29][CH:28]=1>C1C=CC=CC=1>[F:1][C:2]1[CH:7]=[C:6]([Cl:8])[C:5]([O:9][CH:10]2[CH2:11][CH2:12][CH2:13][CH2:14]2)=[CH:4][C:3]=1[NH:15][C:16](=[O:25])[C:17]1[CH2:24][CH2:23][CH2:22][CH2:21][C:18]=1[C:19]([NH:32][CH2:31][C:30]1[CH:33]=[CH:34][C:27]([CH3:26])=[CH:28][CH:29]=1)=[O:20]. Procedure: N-(2-Fluoro-4-chloro-5-cyclopentyloxyphenyl)-3,4,5,6-tetrahydrophthalimide (0.700 g, 1.92 mmol), 4-methylbenzylamine (0.330 g, 2.72 mmol) and benzene (25 ml) as a solvent were placed into a round bottom flask (50 cc) and stirred overnight at room temperature. After completion of the reaction, the solvent was distilled off under reduced pressure, and the precipitated crystals were isolated by filtration. The crystals were washed with hexane and dried to obtain N-(2-fluoro-4-chloro-5-cyclopentylox... The reactants are C(C=C)(=O)[O-] (acrylate), C(C=C)(=O)OCC (EA), C(C(=C)C)(=O)O (MAA). Reaction conditions: temperature 65 celsius. Yields the product C(C=C)(=O)OCC.C(C(=C)C)(=O)O (Ethyl Acrylate Methacrylic Acid). Reaction SMILES: C([O-])(=O)C=C.[C:6]([O:10][CH2:11][CH3:12])(=[O:9])[CH:7]=[CH2:8].[C:13]([OH:18])(=[O:17])[C:14]([CH3:16])=[CH2:15]>>[C:6]([O:10][CH2:11][CH3:12])(=[O:9])[CH:7]=[CH2:8].[C:13]([OH:18])(=[O:17])[C:14]([CH3:16])=[CH2:15] |f:3.4|. Procedure: Into an agitated reactor outfitted for nitrogen blanketing of the contents there are charged: 1,009 parts of a 35% solids polybutadiene latex having an average particle size of 1,000 A; 360 parts water; 1 part acetic acid to give the reaction mass a pH of 4; 0.085 part of the bisodium salt of ethylenediaminetetracetic acid (herein referred to as "EDTA.2Na+ " or just "EDTA") and 1.05 parts of K2S2O8. Heat is applied until the charged contents reach 65° C. At this point, two continuous addition st... Reactants: [H-].[Na+] (sodium hydride), suspension, oil, C1CCOC1 (THF), O=C1NCCSCC1NC(OC(C)(C)C)=O (tert-butyl (5-oxoperhydro-1,4-thiazepin-6-yl)carbamate), C(CCC)OC1=CC=C(CBr)C=C1 (4-butoxybenzyl bromide). Solvent: O (water), CCOC(=O)C (EtOAc). Product: C(CCC)OC1=CC=C(CN2CCSCC(C2=O)NC(OC(C)(C)C)=O)C=C1 (tert-butyl [4-(4-butoxybenzyl)-5-oxoperhydro-1,4-thiazepin-6-yl]carbamate). Isolated yield 156.7%. RXN SMILES: [H-].[Na+].C1COCC1.[O:8]=[C:9]1[CH:15]([NH:16][C:17](=[O:23])[O:18][C:19]([CH3:22])([CH3:21])[CH3:20])[CH2:14][S:13][CH2:12][CH2:11][NH:10]1.[CH2:24]([O:28][C:29]1[CH:36]=[CH:35][C:32]([CH2:33]Br)=[CH:31][CH:30]=1)[CH2:25][CH2:26][CH3:27]>O.CCOC(C)=O>[CH2:24]([O:28][C:29]1[CH:30]=[CH:31][C:32]([CH2:33][N:10]2[C:9](=[O:8])[CH:15]([NH:16][C:17](=[O:23])[O:18][C:19]([CH3:20])([CH3:22])[CH3:21])[CH2:14][S:13][CH2:12][CH2:11]2)=[CH:35][CH:36]=1)[CH2:25][CH2:26][CH3:27] |f:0.1|. Procedure details: 81 mg of sodium hydride as a 60% suspension in oil (2.03 mmol) are introduced at room temperature into a 25 ml round-bottomed flask, with stirring and under an argon atmosphere, containing 20 ml of THF and 500 mg of 26 (2.03 mmol). The medium is stirred for 1 hour and 1.1 g (2.34 mmol) of 4-butoxybenzyl bromide are then added. The medium is stirred for 16 hours, 20 ml of EtOAc and 20 ml of water are added to the reaction medium and, after separation of the phases by settling, the organic phase i... Starting materials: C(C1=CC=CC=C1)OCCCC1(CCN(CC1)C(=O)OC(C)(C)C)C(=O)OCC (1-tert-butyl 4-ethyl 4-(3-(benzyloxy)propyl)piperidine-1,4-dicarboxylate). The reagents and catalysts are [C].[Pd] (palladium carbon). Run in C(C)O (ethanol), C(C)O (ethanol). Reaction conditions: time 4 hour. Yields the product OCCCC1(CCN(CC1)C(=O)OC(C)(C)C)C(=O)OCC (1-tert-butyl 4-ethyl 4-(3-hydroxypropyl)piperidine-1,4-dicarboxylate). Reaction SMILES: C([O:8][CH2:9][CH2:10][CH2:11][C:12]1([C:25]([O:27][CH2:28][CH3:29])=[O:26])[CH2:17][CH2:16][N:15]([C:18]([O:20][C:21]([CH3:24])([CH3:23])[CH3:22])=[O:19])[CH2:14][CH2:13]1)C1C=CC=CC=1>[C].[Pd].C(O)C>[OH:8][CH2:9][CH2:10][CH2:11][C:12]1([C:25]([O:27][CH2:28][CH3:29])=[O:26])[CH2:17][CH2:16][N:15]([C:18]([O:20][C:21]([CH3:24])([CH3:23])[CH3:22])=[O:19])[CH2:14][CH2:13]1 |f:1.2|. Reported procedure: To 20 mL of an ethanol solution containing 2.0 g of 1-tert-butyl 4-ethyl 4-(3-(benzyloxy)propyl)piperidine-1,4-dicarboxylate, 2 mL of an ethanol suspension containing 0.30 g of 10% palladium carbon was added, and the mixture was stirred for 4 hours under a hydrogen atmosphere. The insoluble material filtered off, and the solvent was removed under reducer pressure to obtain 1.7 g of a colorless oily substance, 1-tert-butyl 4-ethyl 4-(3-hydroxypropyl)piperidine-1,4-dicarboxylate.